From a dataset of the Open Reaction Database (ORD), a public repository of structured organic reaction records. describe an organic reaction: reactants, conditions, products, and yield Product: C(#N)C=1C=CC(=C(CNCC(=O)OCC)C1)[N+](=O)[O-] (ethyl (5-cyano-2-nitrobenzyl)aminoacetate). Starting materials: CC=1C=C(C#N)C=CC1[N+](=O)[O-] (3-methyl-4-nitrobenzonitrile), C1=CC=CC=C1C(=O)OO (perbenzoic acid), BrN1C(CCC1=O)=O (N-bromosuccinimide), C1=CC=CC=C1C(=O)OO (perbenzoic acid), BrN1C(CCC1=O)=O (N-bromosuccinimide), C1=CC=CC=C1C(=O)OO (perbenzoic acid), BrN1C(CCC1=O)=O (N-bromosuccinimide), Cl.C(C)OC(CN)=O (glycine ethyl ester hydrochloride), C(O)([O-])=O.[Na+] (sodium hydrogencarbonate). Reaction conditions: temperature 70 celsius, time 6 hour. The solvent is C(C)(=O)OCC (ethyl acetate), C(C)O (ethanol), C1=CC=CC=C1 (benzene). RXN SMILES: [CH3:1][C:2]1[CH:3]=[C:4]([CH:7]=[CH:8][C:9]=1[N+:10]([O-:12])=[O:11])[C:5]#[N:6].C1C(C(OO)=O)=CC=CC=1.BrN1C(=O)CCC1=O.Cl.[CH2:32]([O:34][C:35](=[O:38])[CH2:36][NH2:37])[CH3:33].C(=O)([O-])O.[Na+]>C(O)C.C(OCC)(=O)C.C1C=CC=CC=1>[C:5]([C:4]1[CH:7]=[CH:8][C:9]([N+:10]([O-:12])=[O:11])=[C:2]([CH:3]=1)[CH2:1][NH:37][CH2:36][C:35]([O:34][CH2:32][CH3:33])=[O:38])#[N:6] |f:3.4,5.6|. Procedure details: 4.0 g (24.6 mmol) of 3-methyl-4-nitrobenzonitrile was added to a mixture of 100 ml of benzene, 100 ml of perbenzoic acid and 5.3 g (29 mmol) of N-bromosuccinimide, and they were heated under reflux for 2 days. 100 mg of perbenzoic acid and 4.0 g (22.5 mmol) of N-bromosuccinimide were added to the reaction mixture, and they were heated under reflux for 2 days. Thereafter, 100 mg of perbenzoic acid and 4.0 g (22.5 mmol) of N-bromosuccinimide were added to the reaction mixture, and they were heated... Starting materials: C(CCC)N1N=CC(=C1C1=C(C=C(C=C1)Cl)OCOC)/C=C(/C(=O)OCC)\CC1=CC2=C(CCO2)C=C1OC (Ethyl (E)-3-[1-n-butyl-5-(4-chloro-2-methoxymethoxyphenyl)-1H-pyrazol-4-yl]-2-[(5-methoxy-2,3-dihydrobenzofuran-6-yl)methyl]-2-propenoate), Cl (HCl). Run in CCO (EtOH). The product is C(CCC)N1N=CC(=C1C1=C(C=C(C=C1)Cl)O)/C=C(/C(=O)OCC)\CC1=CC2=C(CCO2)C=C1OC (Ethyl (E)-3-[1-n-butyl-5-(4-chloro-2-hydroxyphenyl)-1H-pyrazol-4-yl]-2-[(5-methoxy-2,3-dihydrobenzofuran-6-yl)methyl]-2-propenoate). Isolated yield 64.0%. RXN SMILES: [CH2:1]([N:5]1[C:9]([C:10]2[CH:15]=[CH:14][C:13]([Cl:16])=[CH:12][C:11]=2[O:17]COC)=[C:8](/[CH:21]=[C:22](\[CH2:28][C:29]2[C:37]([O:38][CH3:39])=[CH:36][C:32]3[CH2:33][CH2:34][O:35][C:31]=3[CH:30]=2)/[C:23]([O:25][CH2:26][CH3:27])=[O:24])[CH:7]=[N:6]1)[CH2:2][CH2:3][CH3:4].Cl>CCO>[CH2:1]([N:5]1[C:9]([C:10]2[CH:15]=[CH:14][C:13]([Cl:16])=[CH:12][C:11]=2[OH:17])=[C:8](/[CH:21]=[C:22](\[CH2:28][C:29]2[C:37]([O:38][CH3:39])=[CH:36][C:32]3[CH2:33][CH2:34][O:35][C:31]=3[CH:30]=2)/[C:23]([O:25][CH2:26][CH3:27])=[O:24])[CH:7]=[N:6]1)[CH2:2][CH2:3][CH3:4]. Reported procedure: To a solution of Ethyl (E)-3-[1-n-butyl-5-(4-chloro-2-methoxymethoxyphenyl)-1H-pyrazol-4-yl]-2-[(5-methoxy-2,3-dihydrobenzofuran-6-yl)methyl]-2-propenoate (4.50 g, 8.10 mmol) in EtOH (60 mL) was added 0.6 mL of conc. HCl. After heating at reflux for 3 h, the mixture was concentrated and then diluted with EtOAc. The resulting mixture was washed with 5% NaHCO3, brine and dried (Na2SO4). After removing the solvent, column chromatography of the residue with 25% EtOAc in hexane gave 2.65 g (64%) of t... The reactants are C(C)(=O)O[C@H]1[C@@H](O[C@@H]([C@H]([C@@H]1OC(C)=O)OC(C)=O)COC(C)=O)OCCCC(=O)O (4-(2,3,4,6-tetra-O-acetyl-β-D-glucopyranosyloxy)-butyric acid), Cl (hydrochloric acid), CO (methanol), C[O-].[Na+] (sodium methoxide). The solvent is O (water), C(Cl)(Cl)Cl (chloroform). Reaction conditions: time 1 hour. The product is [C@@H]1([C@H](O)[C@@H](O)[C@H](O)[C@H](O1)CO)OCCCC(=O)O (4-(β-D-glucopyranosyloxy)butyric acid). RXN SMILES: C([O:4][C@@H:5]1[C@@H:10]([O:11]C(=O)C)[C@H:9]([O:15]C(=O)C)[C@@H:8]([CH2:19][O:20]C(=O)C)[O:7][C@H:6]1[O:24][CH2:25][CH2:26][CH2:27][C:28]([OH:30])=[O:29])(=O)C.CO.C[O-].[Na+].Cl>O.C(Cl)(Cl)Cl>[C@@H:6]1([O:24][CH2:25][CH2:26][CH2:27][C:28]([OH:30])=[O:29])[O:7][C@H:8]([CH2:19][OH:20])[C@@H:9]([OH:15])[C@H:10]([OH:11])[C@H:5]1[OH:4] |f:2.3|. Procedure details: 1.5 g (3.4 mmol) of 4-(2,3,4,6-tetra-O-acetyl-β-D-glucopyranosyloxy)-butyric acid (see Stage 1.1) are taken up in 13 ml f chloroform and, at -10°, 22 ml of methanol containing 17.3 mmol of sodium methoxide (obtained by dissolving 400 mg of sodium) are added thereto. Stirring is carried out for 1 1/2 hours at 0° and for 1 hour at 22°. The mixture is cooled to 0°, 2 ml of water are added and the whole is adjusted to pH 3.0 with 1 molar hydrochloric acid. Concentration is carried out by evaporation... Starting materials: ClC=1C=C(C(=C(C1)C(C)NC1=C(C=CC(=C1)F)S(=O)(=O)C)OC)OC ([1-(5-chloro-2,3-dimethoxy-phenyl)-ethyl]-(5-fluoro-2-methanesulfonyl-phenyl)-amine), N1CCNCC1 (piperazine), C(C)(C)N(C(C)C)CC (N,N-diisopropylethylamine). Solvent: C(C)#N (acetonitrile). Yields the product ClC=1C=C(C(=C(C1)C(C)NC1=C(C=CC(=C1)N1CCNCC1)S(=O)(=O)C)OC)OC ([1-(5-chloro-2,3-dimethoxy-phenyl)-ethyl]-(2-methanesulfonyl-5-piperazin-1-yl-phenyl)-amine). Isolated yield 2.8%. RXN SMILES: [Cl:1][C:2]1[CH:3]=[C:4]([O:24][CH3:25])[C:5]([O:22][CH3:23])=[C:6]([CH:8]([NH:10][C:11]2[CH:16]=[C:15](F)[CH:14]=[CH:13][C:12]=2[S:18]([CH3:21])(=[O:20])=[O:19])[CH3:9])[CH:7]=1.[NH:26]1[CH2:31][CH2:30][NH:29][CH2:28][CH2:27]1.C(N(CC)C(C)C)(C)C>C(#N)C>[Cl:1][C:2]1[CH:3]=[C:4]([O:24][CH3:25])[C:5]([O:22][CH3:23])=[C:6]([CH:8]([NH:10][C:11]2[CH:16]=[C:15]([N:26]3[CH2:31][CH2:30][NH:29][CH2:28][CH2:27]3)[CH:14]=[CH:13][C:12]=2[S:18]([CH3:21])(=[O:20])=[O:19])[CH3:9])[CH:7]=1. Reported procedure: A solution of [1-(5-chloro-2,3-dimethoxy-phenyl)-ethyl]-(5-fluoro-2-methanesulfonyl-phenyl)-amine (0.52 g, 1.34 mmol), piperazine (0.23 g, 2.68 mmol) and N,N-diisopropylethylamine (0.47 mL, 2.68 mmol) in acetonitrile was stirred at 80° C. for 24 h. The reaction mixture was cooled down and concentrated under reduced pressure. The residue was taken up in dichloromethane, washed with water, dried and concentrated in vacuo to yield the crude residue which was purified by preparative TLC (0.5% NH4OH/... Starting materials: O=C([O-])O, CCOc1c(CN2CCCCC2)c2c(c3c1OC(C)(C)C3)C(c1cccc(N)c1)=NC(C)(C)C2, CS(=O)(=O)Cl, [Na+], c1ccncc1. The product is CCOc1c(CN2CCCCC2)c2c(c3c1OC(C)(C)C3)C(c1cccc(NS(C)(=O)=O)c1)=NC(C)(C)C2. As a reaction SMILES: [C:40](=[O:41])([O-:42])[OH:43].[CH2:6]([CH3:7])[O:8][c:9]1[c:10]([CH2:33][N:34]2[CH2:35][CH2:36][CH2:37][CH2:38][CH2:39]2)[c:11]2[c:16]([c:17]3[c:18]1[O:19][C:20]([CH3:22])([CH3:23])[CH2:21]3)[C:15]([c:24]1[cH:25][c:26]([NH2:30])[cH:27][cH:28][cH:29]1)=[N:14][C:13]([CH3:31])([CH3:32])[CH2:12]2.[CH3:1][S:2]([Cl:3])(=[O:4])=[O:5].[Na+:44].[cH:45]1[cH:46][cH:47][n:48][cH:49][cH:50]1>>[CH3:1][S:2](=[O:4])(=[O:5])[NH:30][c:26]1[cH:25][c:24]([C:15]2=[N:14][C:13]([CH3:31])([CH3:32])[CH2:12][c:11]3[c:10]([CH2:33][N:34]4[CH2:35][CH2:36][CH2:37][CH2:38][CH2:39]4)[c:9]([O:8][CH2:6][CH3:7])[c:18]4[c:17]([c:16]32)[CH2:21][C:20]([CH3:22])([CH3:23])[O:19]4)[cH:29][cH:28][cH:27]1. Reactants: P(=O)(Cl)(Cl)Cl (phosphorus oxychloride), NC1=NC=CC=C1O (2-amino-3-hydroxy pyridine), C(C)(=O)C1C(=O)OCC1 (2-acetyl butyrolactone), N (ammonia). Solvent: O (water). Reaction conditions: time 10 hour. Product: 235, OC1=CC=CN2C1=NC(=C(C2=O)CCCl)C (9-hydroxy-3-(2-chloroethyl)-2-methyl-4H-pyrido[1,2-a]pyrimidin-4-one). As a reaction SMILES: P(Cl)(Cl)([Cl:3])=O.[NH2:6][C:7]1[C:12]([OH:13])=[CH:11][CH:10]=[CH:9][N:8]=1.[C:14]([CH:17]1[CH2:22][CH2:21]O[C:18]1=[O:19])(=O)[CH3:15].N>O>[OH:13][C:12]1[C:7]2=[N:6][C:14]([CH3:15])=[C:17]([CH2:22][CH2:21][Cl:3])[C:18](=[O:19])[N:8]2[CH:9]=[CH:10][CH:11]=1. Procedure: To a mixture comprising phosphorus oxychloride (2520 parts) and 2-amino-3-hydroxy pyridine (300 parts) was charged 2-acetyl butyrolactone (348 parts). The resulting mixture was heated to 60° to 65° C. and stirred for 10 hours at the same temperature. The reaction mass was cooled and poured into a mixture of ice and water to produce a quenched reaction mass. The pH was adjusted (pH meter) to 5.5 using aqueous ammonia. The resulting solid was filtered and washed with water followed by drying in va... The reactants are O1CCOC12CC(CC2)C2=CC(=C(C=C2F)C(C(C(=O)OCC)=COCC)=O)F (4-(1,4-dioxaspiro[4.4]non-7-yl)-α-(ethoxymethylene)-2,5-difluoro-β-oxobenzenepropanoic acid, ethyl ester), C1(CC1)N (cyclopropylamine). Run in C(C)O (ethanol). Run at time 1.5 hour. Yields the product C1(CC1)NC=C(C(=O)OCC)C(C1=C(C=C(C(=C1)F)C1CC2(OCCO2)CC1)F)=O (α-[(Cyclopropylamino)methylene]-4-(1,4-dioxaspiro[4.4]non-7-yl)-2,5-difluoro-β-oxobenzenepropanoic acid, ethyl ester). Yield: 83.0%. As a reaction SMILES: [O:1]1[C:5]2([CH2:9][CH2:8][CH:7]([C:10]3[C:15]([F:16])=[CH:14][C:13]([C:17](=[O:28])[C:18](=[CH:24]OCC)[C:19]([O:21][CH2:22][CH3:23])=[O:20])=[C:12]([F:29])[CH:11]=3)[CH2:6]2)[O:4][CH2:3][CH2:2]1.[CH:30]1([NH2:33])[CH2:32][CH2:31]1>C(O)C>[CH:30]1([NH:33][CH:24]=[C:18]([C:17](=[O:28])[C:13]2[CH:14]=[C:15]([F:16])[C:10]([CH:7]3[CH2:8][CH2:9][C:5]4([O:4][CH2:3][CH2:2][O:1]4)[CH2:6]3)=[CH:11][C:12]=2[F:29])[C:19]([O:21][CH2:22][CH3:23])=[O:20])[CH2:32][CH2:31]1. Procedure: A solution of 20.5 g (50 mmol) of 4-(1,4-dioxaspiro[4.4]non-7-yl)-α-(ethoxymethylene)-2,5-difluoro-β-oxobenzenepropanoic acid, ethyl ester in 200 ml of ethanol was cooled to 10° and treated dropwise with 3.4 g (60 mmol) of cyclopropylamine maintaining the temperature below 15° with an ice bath. After the addition was complete, the reaction was stirred at 5°-15° for 1.5 hours and then at room temperature for 1 hour. The resulting suspension was chilled to 5° and the solid removed by filtration, w... Reactants: COc1ccc(CBr)cc1, COc1cc2[nH]ccc(=O)c2cc1OC, CN(C)C=O, CCOC(C)=O, [H-], [Na+], O. Product: COc1ccc(Cn2ccc(=O)c3cc(OC)c(OC)cc32)cc1. RXN SMILES: [CH3:18][O:19][c:20]1[cH:21][cH:22][c:23]([CH2:24][Br:25])[cH:26][cH:27]1.[CH3:1][O:2][c:3]1[cH:4][c:5]2[c:6](=[O:15])[cH:7][cH:8][nH:9][c:10]2[cH:11][c:12]1[O:13][CH3:14].[CH3:29][N:30]([CH3:31])[CH:32]=[O:33].[CH3:34][CH2:35][O:36][C:37](=[O:38])[CH3:39].[H-:16].[Na+:17].[OH2:28]>>[CH3:1][O:2][c:3]1[cH:4][c:5]2[c:6](=[O:15])[cH:7][cH:8][n:9]([CH2:24][c:23]3[cH:22][cH:21][c:20]([O:19][CH3:18])[cH:27][cH:26]3)[c:10]2[cH:11][c:12]1[O:13][CH3:14].